Dataset: the Open Reaction Database (ORD), a public repository of structured organic reaction records. Task: describe an organic reaction: reactants, conditions, products, and yield Reactants: COC(C1=CC(=CC(=C1)O)OCOC)=O (5-hydroxy-3-methoxymethoxybenzoic acid methyl ester), NC1=NN(C=C1)C (3-amino-1-methyl-1H-pyrazole), BrC=1C=CC(=NC1)S(=O)(=O)C (5-bromo-2-methanesulfonylpyridine), O[C@@H](COC)C ((2R)-2-hydroxy-1-methoxypropane). Yields the product CS(=O)(=O)C1=CC=C(C=N1)OC=1C=C(C(=O)NC2=NN(C=C2)C)C=C(C1)OC(COC)C (3-(6-methanesulfonylpyridin-3-yloxy)-5-(2-methoxy-1-methyl-ethoxy)-N-(1-methyl-1H-pyrazol-3-yl)benzamide). RXN SMILES: CO[C:3](=[O:15])[C:4]1[CH:9]=[C:8]([OH:10])[CH:7]=[C:6](OCOC)[CH:5]=1.Br[C:17]1[CH:18]=[CH:19][C:20]([S:23]([CH3:26])(=[O:25])=[O:24])=[N:21][CH:22]=1.[OH:27][C@H:28]([CH3:32])[CH2:29][O:30][CH3:31].[NH2:33][C:34]1[CH:38]=[CH:37][N:36]([CH3:39])[N:35]=1>>[CH3:26][S:23]([C:20]1[N:21]=[CH:22][C:17]([O:10][C:8]2[CH:9]=[C:4]([CH:5]=[C:6]([O:27][CH:28]([CH3:32])[CH2:29][O:30][CH3:31])[CH:7]=2)[C:3]([NH:33][C:34]2[CH:38]=[CH:37][N:36]([CH3:39])[N:35]=2)=[O:15])=[CH:18][CH:19]=1)(=[O:25])=[O:24]. Procedure details: The compound of Production Example 144 was obtained as a colorless oil using 5-hydroxy-3-methoxymethoxybenzoic acid methyl ester, 5-bromo-2-methanesulfonylpyridine, (2R)-2-hydroxy-1-methoxypropane and 3-amino-1-methyl-1H-pyrazole, by the same method as in Production Example 117, a corresponding method, or a combination thereof with an ordinary method. The reactants are ClC1=C(C(=CC(=C1)Cl)OCC1=CC=CC=C1)/C=C/C(CC(CC(=O)OC)O)O (methyl (E)-7-(2,4-dichloro-6-phenylmethoxyphenyl)-3,5-dihydroxy-6-heptenoate), [OH-].[Na+] (sodium hydroxide), C(C)O (ethanol), Cl (hydrochloric acid). The solvent is O (water). The product is ClC1=C(C(=CC(=C1)Cl)OCC1=CC=CC=C1)/C=C/C(CC(CC(=O)O)O)O ((E)-7-(2,4-Dichloro-6-phenylmethoxyphenyl)-3,5-dihydroxy-6-heptenoic acid). The yield is 99.0%. RXN SMILES: [Cl:1][C:2]1[CH:7]=[C:6]([Cl:8])[CH:5]=[C:4]([O:9][CH2:10][C:11]2[CH:16]=[CH:15][CH:14]=[CH:13][CH:12]=2)[C:3]=1/[CH:17]=[CH:18]/[CH:19]([OH:28])[CH2:20][CH:21]([OH:27])[CH2:22][C:23]([O:25]C)=[O:24].[OH-].[Na+].C(O)C.Cl>O>[Cl:1][C:2]1[CH:7]=[C:6]([Cl:8])[CH:5]=[C:4]([O:9][CH2:10][C:11]2[CH:16]=[CH:15][CH:14]=[CH:13][CH:12]=2)[C:3]=1/[CH:17]=[CH:18]/[CH:19]([OH:28])[CH2:20][CH:21]([OH:27])[CH2:22][C:23]([OH:25])=[O:24] |f:1.2|. Reported procedure: A solution of methyl (E)-7-(2,4-dichloro-6-phenylmethoxyphenyl)-3,5-dihydroxy-6-heptenoate (34.8 g, 81.8 mmole), 1 N sodium hydroxide (82 ml, 82 mmole) and ethanol (200 ml) was stirred at 25° C. for 15 min. The reaction solution was acidified with 6 N hydrochloric acid, diluted with water (400 ml) and extracted with ether (3×200 ml). The combined organic extracts were washed with brine (3×100 ml), dried over magnesium sulfate and filtered. The filtrate was evaporated in vacuo, leaving the title ... Reactants: CC=1OC2=C(N1)C=CC=C2 (2-methylbenzoxazole), CI (methyl iodide). The product is [I-].CC=1OC2=C([N+]1C)C=CC=C2 (2,3-dimethylbenzoxazolium iodide). Reaction SMILES: [CH3:1][C:2]1[O:3][C:4]2[CH:10]=[CH:9][CH:8]=[CH:7][C:5]=2[N:6]=1.[CH3:11][I:12]>>[I-:12].[CH3:1][C:2]1[O:3][C:4]2[CH:10]=[CH:9][CH:8]=[CH:7][C:5]=2[N+:6]=1[CH3:11] |f:2.3|. Reported procedure: A reaction of 26.6 g (0.2 mole) of 2-methylbenzoxazole and 34.6 g (0.24 mole) of methyl iodide was made in a sealed tube at 90° C. for a couple of hours. The resulted solid matters were pulverized and were then washed with acetone, so that the objective matter was obtained. The yield thereof was 50.4 g (91%).